Task: describe an organic reaction: reactants, conditions, products, and yield. Dataset: the Open Reaction Database (ORD), a public repository of structured organic reaction records Starting materials: BrC1=C(C=C(C=C1)C(=O)C1=CC=C(C=C1)O)F ((4-Bromo-3-fluorophenyl)(4-hydroxyphenyl)methanone), C1(CCCCCC1)=O (cycloheptanone). Reagents/catalysts: [Zn] (zinc), Cl[Ti](Cl)(Cl)Cl (TiCl4), Cl[Ti](Cl)(Cl)Cl (TiCl4). Run in C1CCOC1 (THF), C1CCOC1 (THF). Reaction conditions: time 2.25 hour. Product: BrC1=C(C=C(C=C1)C(C1=CC=C(C=C1)O)=C1CCCCCC1)F (4-[(4-Bromo-3-fluorophenyl)(cycloheptylidene)methyl]phenol). The yield is 75.5%. Reaction SMILES: [Br:1][C:2]1[CH:7]=[CH:6][C:5]([C:8]([C:10]2[CH:15]=[CH:14][C:13]([OH:16])=[CH:12][CH:11]=2)=O)=[CH:4][C:3]=1[F:17].[C:18]1(=O)[CH2:24][CH2:23][CH2:22][CH2:21][CH2:20][CH2:19]1>C1COCC1.[Zn].Cl[Ti](Cl)(Cl)Cl>[Br:1][C:2]1[CH:7]=[CH:6][C:5]([C:8](=[C:18]2[CH2:24][CH2:23][CH2:22][CH2:21][CH2:20][CH2:19]2)[C:10]2[CH:15]=[CH:14][C:13]([OH:16])=[CH:12][CH:11]=2)=[CH:4][C:3]=1[F:17]. Reported procedure: To a stirred suspension of zinc powder (0.90 g, 13.8 mmoL) in anhydrous THF (20 mL) was slowly added TiCl4 (0.75 mL, 1.3 g, 6.8 mmoL) via syringe at RT under a nitrogen atmosphere. (Note: significant fuming occurred upon addition of TiCl4.) The reaction mixture was heated at reflux with stirring under nitrogen for 2.25 h. A solution of (4-bromo-3-fluorophenyl)(4-hydroxyphenyl)methanone (186) (0.50 g, 1.7 mmoL) and cycloheptanone (0.6 mL, 0.57 g, 5.09 mmoL) in THF (10 mL) was added to the reactio... Reaction SMILES: [CH:1]1([N:11]2[CH2:16][CH2:15][CH:14]([N:17]3[C:21]4[CH:22]=[CH:23][CH:24]=[CH:25][C:20]=4[NH:19][C:18]3=[O:26])[CH2:13][CH2:12]2)[C:10]2[C:5](=[CH:6][CH:7]=[CH:8][CH:9]=2)[CH2:4][CH2:3][CH2:2]1.[H-].[Na+].Br[CH2:30][C:31]([O:33]CC)=O.[CH3:36][NH2:37].CO>O1CCCC1>[CH:1]1([N:11]2[CH2:16][CH2:15][CH:14]([N:17]3[C:21]4[CH:22]=[CH:23][CH:24]=[CH:25][C:20]=4[N:19]([CH2:30][C:31]([NH:37][CH3:36])=[O:33])[C:18]3=[O:26])[CH2:13][CH2:12]2)[C:10]2[C:5](=[CH:6][CH:7]=[CH:8][CH:9]=2)[CH2:4][CH2:3][CH2:2]1 |f:1.2,4.5|. The product is C1(CCCC2=CC=CC=C12)N1CCC(CC1)N1C(N(C2=C1C=CC=C2)CC(=O)NC)=O (2-{3-[1-(1,2,3,4-tetrahydronaphthalen-1-yl)piperidin-4-yl]-2,3-dihydro-2-oxo-benzimidazol-1-yl}-N-methylacetamide). Procedure: 1-[1-(1,2,3,4-Tetrahydronaphthalen-1-yl)piperidin-4-yl]-1,3-dihydro-2H-benzimidazol-2-one (476 mg) was dissolved in tetrahydrofuran (5 ml), 60% sodium hydride (66 mg) was added, and the suspension was stirred at 50° C. for 30 min. After cooling to room temperature, ethyl bromoacetate (0.167 ml) was added, and the mixture was stirred for 1 hr. 40% Methylamine-methanol solution (5 ml) was added, the mixture was stirred at room temperature for 1 hr, and the reaction mixture was concentrated under r... The solvent is O1CCCC1 (tetrahydrofuran). Reactants: CN.CO (Methylamine methanol), C1(CCCC2=CC=CC=C12)N1CCC(CC1)N1C(NC2=C1C=CC=C2)=O (1-[1-(1,2,3,4-Tetrahydronaphthalen-1-yl)piperidin-4-yl]-1,3-dihydro-2H-benzimidazol-2-one), BrCC(=O)OCC (ethyl bromoacetate), [H-].[Na+] (sodium hydride). Conditions: temperature 50 celsius, time 30 minute. Starting materials: C1CCOC1, CO, CCOC(=O)c1cc2ccc(OC)cc2o1, [Li+], [OH-], O. Yields the product COc1ccc2cc(C(=O)O)oc2c1. As a reaction SMILES: [CH2:21]1[O:22][CH2:23][CH2:24][CH2:25]1.[CH3:17][OH:18].[CH3:1][O:2][c:3]1[cH:4][c:5]2[c:6]([cH:7][c:8]([C:10](=[O:11])[O:12][CH2:13][CH3:14])[o:9]2)[cH:15][cH:16]1.[Li+:20].[OH-:19].[OH2:26]>>[CH3:1][O:2][c:3]1[cH:4][c:5]2[c:6]([cH:7][c:8]([C:10](=[O:11])[OH:12])[o:9]2)[cH:15][cH:16]1. Starting materials: FC1=C(C=C(C=C1)C(F)(F)F)OC (4-fluoro-3-methoxybenzotrifluoride), C1(=CC=CC=C1)O (phenol), C([O-])([O-])=O.[K+].[K+] (potassium carbonate). The solvent is CS(=O)C (DMSO). Run at temperature 130 celsius, time 17 hour. The product is O(C1=CC=CC=C1)C1=C(C=C(C=C1)C(F)(F)F)O (2-Phenoxy-5-trifluoromethyl-phenol). Isolated yield 51.8%. Reaction SMILES: F[C:2]1[CH:7]=[CH:6][C:5]([C:8]([F:11])([F:10])[F:9])=[CH:4][C:3]=1[O:12]C.[C:14]1([OH:20])[CH:19]=[CH:18][CH:17]=[CH:16][CH:15]=1.C(=O)([O-])[O-].[K+].[K+]>CS(C)=O>[O:20]([C:2]1[CH:7]=[CH:6][C:5]([C:8]([F:9])([F:10])[F:11])=[CH:4][C:3]=1[OH:12])[C:14]1[CH:19]=[CH:18][CH:17]=[CH:16][CH:15]=1 |f:2.3.4|. Procedure details: A mixture of 4-fluoro-3-methoxybenzotrifluoride (5.26 g, 28.9 mmol), phenol (2.71 g, 28.8 mmol) and 325 mesh potassium carbonate (4.79 g, 34.7 mmol) in dry DMSO (50 mL) is heated to 130° C. and stirred for 17 hours under N2. The reaction is filtered, and the filtrate is acidified with 1 N HCl. The mixture is diluted with water and extracted with Et2O. The organic layer is dried (Na2SO4), and the solvent is removed in vacuo to afford crude product that is absorbed on silica gel and purified by fl...